From a dataset of the Open Reaction Database (ORD), a public repository of structured organic reaction records. describe an organic reaction: reactants, conditions, products, and yield Starting materials: ICCCCCCCCC1CC2=C(C(=C(C(=C2C1)OC)OC)OC)OC (2-(8-iodooctyl)-4,5,6,7-tetramethoxyindan), N1=C(C=CC=C1)N1CCNCC1 (1-(2-pyridyl)piperazine), C([O-])([O-])=O.[K+].[K+] (potassium carbonate). Run in CN(C)C=O (DMF), O (water). Conditions: time 12 hour. The product is COC1=C2CC(CC2=C(C(=C1OC)OC)OC)CCCCCCCCN1CCN(CC1)C1=NC=CC=C1 (1-[8-(4,5,6,7-Tetramethoxyindan-2-yl)octyl]-4-(2-pyridyl)piperazine). The yield is 90.0%. Reaction SMILES: I[CH2:2][CH2:3][CH2:4][CH2:5][CH2:6][CH2:7][CH2:8][CH2:9][CH:10]1[CH2:18][C:17]2[C:12](=[C:13]([O:25][CH3:26])[C:14]([O:23][CH3:24])=[C:15]([O:21][CH3:22])[C:16]=2[O:19][CH3:20])[CH2:11]1.[N:27]1[CH:32]=[CH:31][CH:30]=[CH:29][C:28]=1[N:33]1[CH2:38][CH2:37][NH:36][CH2:35][CH2:34]1.C(=O)([O-])[O-].[K+].[K+]>CN(C=O)C.O>[CH3:26][O:25][C:13]1[C:14]([O:23][CH3:24])=[C:15]([O:21][CH3:22])[C:16]([O:19][CH3:20])=[C:17]2[C:12]=1[CH2:11][CH:10]([CH2:9][CH2:8][CH2:7][CH2:6][CH2:5][CH2:4][CH2:3][CH2:2][N:36]1[CH2:37][CH2:38][N:33]([C:28]3[CH:29]=[CH:30][CH:31]=[CH:32][N:27]=3)[CH2:34][CH2:35]1)[CH2:18]2 |f:2.3.4|. Procedure details: The mixture of 2-(8-iodooctyl)-4,5,6,7-tetramethoxyindan (1.20 g), 1-(2-pyridyl)piperazine (823 mg), and potassium carbonate (1.04 g) in DMF (12 ml) was stirred at room temperature for 12 hr. The reaction mixture was diluted with water and extracted with ethyl acetate. The organic layer was washed with water and saturated aqueous sodium chloride and dried. The solvent was removed in vacuo. The residue was purified by alumina column chromatography (hexane to hexane:ethyl acetate=10:1) to yield th... Reactants: C(C)(C)(C)OC(=O)N1[C@H](CCC1)COC=1C(=NC=CC1)C(=O)O ((R)-3-((1-(tert-butoxycarbonyl)pyrrolidin-2-yl)methoxy)picolinic acid), C(O)CN (ethanolamine). Yields the product OCCNC(=O)C1=NC=CC=C1OC[C@@H]1N(CCC1)C(=O)OC(C)(C)C ((R)-tert-butyl 2-((2-(2-hydroxyethylcarbamoyl)pyridin-3-yloxy)methyl)pyrrolidine-1-carboxylate). RXN SMILES: [C:1]([O:5][C:6]([N:8]1[CH2:12][CH2:11][CH2:10][C@@H:9]1[CH2:13][O:14][C:15]1[C:16]([C:21]([OH:23])=O)=[N:17][CH:18]=[CH:19][CH:20]=1)=[O:7])([CH3:4])([CH3:3])[CH3:2].[CH2:24]([CH2:26][NH2:27])[OH:25]>>[OH:25][CH2:24][CH2:26][NH:27][C:21]([C:16]1[C:15]([O:14][CH2:13][C@H:9]2[CH2:10][CH2:11][CH2:12][N:8]2[C:6]([O:5][C:1]([CH3:2])([CH3:3])[CH3:4])=[O:7])=[CH:20][CH:19]=[CH:18][N:17]=1)=[O:23]. Procedure: The title compound was prepared according to the procedure described in Step 5 of EXAMPLE 31 from (R)-3-((1-(tert-butoxycarbonyl)pyrrolidin-2-yl)methoxy)picolinic acid (EXAMPLE 33 Step 2) using ethanolamine instead of ammonium chloride. RXN SMILES: [Br:1][c:2]1[cH:3][c:4](-[c:8]2[n:9][c:10]([NH:14][c:15]3[c:16]([CH3:24])[cH:17][cH:18][c:19]([N+:21](=[O:22])[O-:23])[cH:20]3)[n:11][cH:12][cH:13]2)[cH:5][n:6][cH:7]1.[CH2:25]1[CH2:26][CH2:27][NH:28][CH2:29]1.[CH3:38][S:39]([CH3:40])=[O:41].[Cu:42][I:43].[K+:35].[K+:36].[K+:37].[P:30]([O-:31])([O-:32])([O-:33])=[O:34]>>[c:2]1([N:28]2[CH2:27][CH2:26][CH2:25][CH2:29]2)[cH:3][c:4](-[c:8]2[n:9][c:10]([NH:14][c:15]3[c:16]([CH3:24])[cH:17][cH:18][c:19]([N+:21](=[O:22])[O-:23])[cH:20]3)[n:11][cH:12][cH:13]2)[cH:5][n:6][cH:7]1. The product is Cc1ccc([N+](=O)[O-])cc1Nc1nccc(-c2cncc(N3CCCC3)c2)n1. Starting materials: Cc1ccc([N+](=O)[O-])cc1Nc1nccc(-c2cncc(Br)c2)n1, C1CCNC1, CS(C)=O, [Cu]I, [K+], [K+], [K+], O=P([O-])([O-])[O-].